From a dataset of the Open Reaction Database (ORD), a public repository of structured organic reaction records. describe an organic reaction: reactants, conditions, products, and yield Reactants: COCCOC1=C(C=CC=C1)OCCOC (1,2-Bis(2-methoxyethoxy)benzene), BrN1C(CCC1=O)=O (N-bromosuccinimide). Solvent: CN(C)C=O (DMF), CCOC(=O)C (EtOAc). Yields the product BrC1=CC(=C(C=C1)OCCOC)OCCOC (4-bromo-1,2-bis(2-methoxyethoxy)benzene). Yield: 99.6%. As a reaction SMILES: [CH3:1][O:2][CH2:3][CH2:4][O:5][C:6]1[CH:11]=[CH:10][CH:9]=[CH:8][C:7]=1[O:12][CH2:13][CH2:14][O:15][CH3:16].[Br:17]N1C(=O)CCC1=O>CN(C=O)C.CCOC(C)=O>[Br:17][C:10]1[CH:9]=[CH:8][C:7]([O:12][CH2:13][CH2:14][O:15][CH3:16])=[C:6]([O:5][CH2:4][CH2:3][O:2][CH3:1])[CH:11]=1. Procedure details: 1,2-Bis(2-methoxyethoxy)benzene (8.1 g, 31.9 mmol) and N-bromosuccinimide (6.2 g, 35 mmol) were stirred in 50 mL DMF at room temperature overnight. The reaction was diluted with 200 mL EtOAc and washed with 1N NaOH and water. The organic layer was dried over magnesium sulfate and concentrated to give 9.7 g (92%) of 4-bromo-1,2-bis(2-methoxyethoxy)benzene. Reactants: BrC1=CC(=C(C=O)C=C1)F (4-bromo-2-fluorobenzaldehyde), pure product, FC1=CC=C(C=C1)B(O)O (4-fluorophenylboronic acid), C([O-])([O-])=O.[Na+].[Na+] (sodium carbonate). Reagents/catalysts: C1(=CC=CC=C1)P(C1=CC=CC=C1)C1=CC=CC=C1.C1(=CC=CC=C1)P(C1=CC=CC=C1)C1=CC=CC=C1.C1(=CC=CC=C1)P(C1=CC=CC=C1)C1=CC=CC=C1.C1(=CC=CC=C1)P(C1=CC=CC=C1)C1=CC=CC=C1.[Pd] (palladium tetrakis(triphenylphosphine)). The product is FC=1C=C(C=CC1C=O)C1=CC=C(C=C1)F (3,4′-difluoro-1,1′-biphenyl-4-carboxaldehyde). Reaction SMILES: Br[C:2]1[CH:9]=[CH:8][C:5]([CH:6]=[O:7])=[C:4]([F:10])[CH:3]=1.[F:11][C:12]1[CH:17]=[CH:16][C:15](B(O)O)=[CH:14][CH:13]=1.C(=O)([O-])[O-].[Na+].[Na+]>C1(P(C2C=CC=CC=2)C2C=CC=CC=2)C=CC=CC=1.C1(P(C2C=CC=CC=2)C2C=CC=CC=2)C=CC=CC=1.C1(P(C2C=CC=CC=2)C2C=CC=CC=2)C=CC=CC=1.C1(P(C2C=CC=CC=2)C2C=CC=CC=2)C=CC=CC=1.[Pd]>[F:10][C:4]1[CH:3]=[C:2]([C:15]2[CH:16]=[CH:17][C:12]([F:11])=[CH:13][CH:14]=2)[CH:9]=[CH:8][C:5]=1[CH:6]=[O:7] |f:2.3.4,5.6.7.8.9|. Reported procedure: The method described in Example 3 (step 3.2.) is used. Starting from 5.3 g (26 mmol) of 4-bromo-2-fluorobenzaldehyde, 4 g (28.6 mmol) of 4-fluorophenylboronic acid, 26 ml (52 mmol) of aqueous sodium carbonate (2M) solution and 0.9 g (0.78 mmol) of palladium tetrakis(triphenylphosphine), 3.4 g of pure product are obtained in the form of a white solid, following chromatography on silica gel, eluting with a 10/90 mixture of ethyl acetate and cyclohexane.